Task: describe an organic reaction: reactants, conditions, products, and yield. Dataset: the Open Reaction Database (ORD), a public repository of structured organic reaction records Starting materials: O=Cc1ccc(Br)cc1, CC(C)C(N)C(C)C, Cc1ccccc1, O, Cc1ccc(S(=O)(=O)O)cc1. Product: CC(C)C(N=Cc1ccc(Br)cc1)C(C)C. As a reaction SMILES: [Br:1][c:2]1[cH:3][cH:4][c:5]([CH:6]=[O:7])[cH:8][cH:9]1.[CH3:10][CH:11]([CH3:12])[CH:13]([CH:14]([CH3:15])[CH3:16])[NH2:17].[CH3:30][c:31]1[cH:32][cH:33][cH:34][cH:35][cH:36]1.[OH2:29].[c:18]1([CH3:19])[cH:20][cH:21][c:22]([S:23]([OH:24])(=[O:25])=[O:26])[cH:27][cH:28]1>>[Br:1][c:2]1[cH:3][cH:4][c:5]([CH:6]=[N:17][CH:13]([CH:11]([CH3:10])[CH3:12])[CH:14]([CH3:15])[CH3:16])[cH:8][cH:9]1. Reported procedure: 49.2 g of 3-(4-methoxyphenyl)-2-propanone and 61.8 g of 4-hexyloxybenzaldehyde were added to 100 ml of toluene containing 4 ml of piperidine. The resultant mixture was heated at reflux temperature overnight after which the solvent was removed in vacuo to afford the desired subtitled intermediate (46% yield), b.p. 230°-235° C. Reaction SMILES: [CH3:1][O:2][C:3]1[CH:8]=[CH:7][C:6]([CH2:9][C:10](=[O:12])[CH3:11])=[CH:5][CH:4]=1.[CH2:13]([O:19][C:20]1[CH:27]=[CH:26][C:23]([CH:24]=O)=[CH:22][CH:21]=1)[CH2:14][CH2:15][CH2:16][CH2:17][CH3:18].N1CCCCC1>C1(C)C=CC=CC=1>[CH2:13]([O:19][C:20]1[CH:27]=[CH:26][C:23]([CH2:24][CH:9]([C:6]2[CH:7]=[CH:8][C:3]([O:2][CH3:1])=[CH:4][CH:5]=2)[C:10](=[O:12])[CH3:11])=[CH:22][CH:21]=1)[CH2:14][CH2:15][CH2:16][CH2:17][CH3:18]. Run in C1(=CC=CC=C1)C (toluene). Reactants: resultant mixture, COC1=CC=C(C=C1)CC(C)=O (3-(4-methoxyphenyl)-2-propanone), C(CCCCC)OC1=CC=C(C=O)C=C1 (4-hexyloxybenzaldehyde), N1CCCCC1 (piperidine). The yield is 46.0%. The product is C(CCCCC)OC1=CC=C(C=C1)CC(C(C)=O)C1=CC=C(C=C1)OC (4-[4-(hexyloxy)phenyl]-3-(4-methoxyphenyl)-2-butanone). Reactants: C1CCOC1, O=C(Cl)Oc1ccc([N+](=O)[O-])cc1, OCc1cc2ccccc2o1. Yields the product O=C(OCc1cc2ccccc2o1)Oc1ccc([N+](=O)[O-])cc1. As a reaction SMILES: [CH2:25]1[O:26][CH2:27][CH2:28][CH2:29]1.[Cl:12][C:13](=[O:14])[O:15][c:16]1[cH:17][cH:18][c:19]([N+:22](=[O:23])[O-:24])[cH:20][cH:21]1.[o:1]1[c:2]([CH2:10][OH:11])[cH:3][c:4]2[c:5]1[cH:6][cH:7][cH:8][cH:9]2>>[o:1]1[c:2]([CH2:10][O:11][C:13](=[O:14])[O:15][c:16]2[cH:17][cH:18][c:19]([N+:22](=[O:23])[O-:24])[cH:20][cH:21]2)[cH:3][c:4]2[c:5]1[cH:6][cH:7][cH:8][cH:9]2.